From a dataset of the Open Reaction Database (ORD), a public repository of structured organic reaction records. describe an organic reaction: reactants, conditions, products, and yield Starting materials: C(C)OC(=O)C1(CC2=C(C=CC(=C2C1)F)F)NC(C1=C(C(=CC=C1)C)I)=O (4,7-Difluoro-2-(2-iodo-3-methyl-benzoylamino)-indan-2-carboxylic acid ethyl ester), CC(=CB1OC(C)(C)C(C)(C)O1)C (2-methyl-1-propenyl boronic acid pinacol ester), aqueous solution, C(=O)([O-])[O-].[K+].[K+] (K2CO3), N#N (N2). The reagents and catalysts are C1=CC=C(C=C1)[PH+](C2=CC=CC=C2)[C]3[CH][CH][CH][CH]3.C1=CC=C(C=C1)[PH+](C2=CC=CC=C2)[C]3[CH][CH][CH][CH]3.C(Cl)Cl.Cl[Pd]Cl.[Fe] (dichloro[1,1′-bis(diphenylphosphino)-ferrocene]palladium (II) dichloromethane adduct). The solvent is O1CCOCC1 (dioxane). Run at temperature 100 celsius, time 4 hour. Product: C(C)OC(=O)C1(CC2=C(C=CC(=C2C1)F)F)NC(C1=C(C(=CC=C1)C)C=C(C)C)=O (4,7-Difluoro-2-[3-methyl-2-(2-methyl-propenyl)-benzoylamino]-indan-2-carboxylic acid ethyl ester), brown oil. The yield is 36.0%. RXN SMILES: [CH2:1]([O:3][C:4]([C:6]1([NH:17][C:18](=[O:27])[C:19]2[CH:24]=[CH:23][CH:22]=[C:21]([CH3:25])[C:20]=2I)[CH2:14][C:13]2[C:8](=[C:9]([F:16])[CH:10]=[CH:11][C:12]=2[F:15])[CH2:7]1)=[O:5])[CH3:2].[CH3:28][C:29]([CH3:40])=[CH:30]B1OC(C)(C)C(C)(C)O1.C([O-])([O-])=O.[K+].[K+].N#N>O1CCOCC1.C1C=CC([PH+]([C]2[CH][CH][CH][CH]2)C2C=CC=CC=2)=CC=1.C1C=CC([PH+]([C]2[CH][CH][CH][CH]2)C2C=CC=CC=2)=CC=1.C(Cl)Cl.Cl[Pd]Cl.[Fe]>[CH2:1]([O:3][C:4]([C:6]1([NH:17][C:18](=[O:27])[C:19]2[CH:24]=[CH:23][CH:22]=[C:21]([CH3:25])[C:20]=2[CH:28]=[C:29]([CH3:40])[CH3:30])[CH2:14][C:13]2[C:8](=[C:9]([F:16])[CH:10]=[CH:11][C:12]=2[F:15])[CH2:7]1)=[O:5])[CH3:2] |f:2.3.4,7.8.9.10.11,^1:59,60,61,62,63,77,78,79,80,81|. Procedure: To a solution of 4,7-difluoro-2-(2-iodo-3-methyl-benzoylamino)-indan-2-carboxylic acid ethyl ester (390) (451 mg, 1 mmol) and 2-methyl-1-propenyl boronic acid pinacol ester (364 mg, 2 mmol) in dioxane (20 mL) was added dichloro[1,1′-bis(diphenylphosphino)-ferrocene]palladium (II) dichloromethane adduct (65 mg, 8.2% mmol) and 2M aqueous solution of K2CO3 (1.5 mL, 3 mmol). The resulting reaction mixture is filled in with N2, heated to 100° C. and stirred continuously for 4 h. The reaction mixture ... RXN SMILES: [N:1]1([C:7]2[CH:8]=[CH:9][C:10]3[N:11]([C:13]([C:16]([F:19])([F:18])[F:17])=[N:14][N:15]=3)[CH:12]=2)[CH2:6][CH2:5][NH:4][CH2:3][CH2:2]1.[CH3:20][O:21][C:22]1[CH:29]=[CH:28][C:25]([CH:26]=O)=[CH:24][CH:23]=1>>[CH3:20][O:21][C:22]1[CH:29]=[CH:28][C:25]([CH2:26][N:4]2[CH2:3][CH2:2][N:1]([C:7]3[CH:8]=[CH:9][C:10]4[N:11]([C:13]([C:16]([F:18])([F:17])[F:19])=[N:14][N:15]=4)[CH:12]=3)[CH2:6][CH2:5]2)=[CH:24][CH:23]=1. The reactants are N1(CCNCC1)C=1C=CC=2N(C1)C(=NN2)C(F)(F)F (6-(piperazin-1-yl)-3-(trifluoromethyl)-[1,2,4]triazolo[4,3-a]pyridine), COC1=CC=C(C=O)C=C1 (4-methoxybenzaldehyde). Product: COC1=CC=C(C=C1)CN1CCN(CC1)C=1C=CC=2N(C1)C(=NN2)C(F)(F)F (6-[4-[(4-methoxyphenyl)methyl]piperazin-1-yl]-3-(trifluoromethyl)-[1,2,4]triazolo[4,3-a]pyridine). Procedure details: Reductive amination of 6-(piperazin-1-yl)-3-(trifluoromethyl)-[1,2,4]triazolo[4,3-a]pyridine with 4-methoxybenzaldehyde was carried out according to General Synthetic Method 9. The crude product was purified by hplc using a Waters XBridge Prep C18 OBD column, 5μ silica, 30 mm diameter, 100 mm length eluted with decreasingly polar mixtures of water (containing 0.1% aqueous ammonia) and acetonitrile as eluents to give 6-[4-[(4-methoxyphenyl)methyl]piperazin-1-yl]-3-(trifluoromethyl)-[1,2,4]triazol... Reactants: Br.C(C)(=O)O (hydrogen bromide acetic acid), CS(=O)(=O)O.C(C1=CC=CC=C1)OC(=O)NCCCCCC(=O)OC1=C(C=C(C=C1)C(N)=N)C(C1=CC=CC=C1)=O (4-amidino-2-benzoylphenyl 6-benzyloxycarbonylaminocaproate methanesulfonate). Run in C(C)OCC (ethyl ether). Conditions: time 1 hour. Yields the product NCCCCCC(=O)OC1=C(C=C(C=C1)C(N)=N)C(C1=CC=CC=C1)=O (4-amidino-2-benzoylphenyl 6-aminocaproate). Isolated yield 87.4%. As a reaction SMILES: Br.C(O)(=O)C.CS(O)(=O)=O.C(OC([NH:21][CH2:22][CH2:23][CH2:24][CH2:25][CH2:26][C:27]([O:29][C:30]1[CH:35]=[CH:34][C:33]([C:36](=[NH:38])[NH2:37])=[CH:32][C:31]=1[C:39](=[O:46])[C:40]1[CH:45]=[CH:44][CH:43]=[CH:42][CH:41]=1)=[O:28])=O)C1C=CC=CC=1>C(OCC)C>[NH2:21][CH2:22][CH2:23][CH2:24][CH2:25][CH2:26][C:27]([O:29][C:30]1[CH:35]=[CH:34][C:33]([C:36](=[NH:37])[NH2:38])=[CH:32][C:31]=1[C:39](=[O:46])[C:40]1[CH:41]=[CH:42][CH:43]=[CH:44][CH:45]=1)=[O:28] |f:0.1,2.3|. Procedure details: To 8.0 ml of a 30% hydrogen bromide-acetic acid mixture, was added 1.7 g of 4-amidino-2-benzoylphenyl 6-benzyloxycarbonylaminocaproate methanesulfonate. The mixture was stirred for one hour at room temperature, whereby the crystals dissolved in 4 to 5 minutes, forming a uniform solution. Upon addition of anhydrous ethyl ether to the solution, an oily substance separated out. The supernatant was removed and the oily substance was washed a few times with ethyl ether. The oily substance was dissolv... Reactants: C1CCOC1, CON(C)C(=O)c1cn(C2CCCC2)c2cc(NC3CCCCC3)c(F)cc2c1=O, O. Product: CC(=O)c1cn(C2CCCC2)c2cc(NC3CCCCC3)c(F)cc2c1=O. Reaction SMILES: [CH2:1]1[O:2][CH2:3][CH2:4][CH2:5]1.[CH:6]1([NH:12][c:13]2[c:14]([F:35])[cH:15][c:16]3[c:17](=[O:34])[c:18]([C:28](=[O:29])[N:30]([O:31][CH3:32])[CH3:33])[cH:19][n:20]([CH:23]4[CH2:24][CH2:25][CH2:26][CH2:27]4)[c:21]3[cH:22]2)[CH2:7][CH2:8][CH2:9][CH2:10][CH2:11]1.[OH2:36]>>[CH3:1][C:28]([c:18]1[c:17](=[O:34])[c:16]2[cH:15][c:14]([F:35])[c:13]([NH:12][CH:6]3[CH2:7][CH2:8][CH2:9][CH2:10][CH2:11]3)[cH:22][c:21]2[n:20]([CH:23]2[CH2:24][CH2:25][CH2:26][CH2:27]2)[cH:19]1)=[O:29]. Reactants: CC(C)(C)c1ccc(NC(=O)c2cccnc2[SH](Cc2ccncc2)NC(=O)CO)cc1, ClCCl, O=S(Cl)Cl. The product is CC(C)(C)c1ccc(NC(=O)c2cccnc2[SH](Cc2ccncc2)NC(=O)CCl)cc1. RXN SMILES: [C:1]([CH3:2])([CH3:3])([CH3:4])[c:5]1[cH:6][cH:7][c:8]([NH:11][C:12](=[O:13])[c:14]2[c:15]([SH:20]([CH2:21][c:22]3[cH:23][cH:24][n:25][cH:26][cH:27]3)[NH:28][C:29]([CH2:30][OH:31])=[O:32])[n:16][cH:17][cH:18][cH:19]2)[cH:9][cH:10]1.[Cl:37][CH2:38][Cl:39].[S:33]([Cl:34])([Cl:35])=[O:36]>>[C:1]([CH3:2])([CH3:3])([CH3:4])[c:5]1[cH:6][cH:7][c:8]([NH:11][C:12](=[O:13])[c:14]2[c:15]([SH:20]([CH2:21][c:22]3[cH:23][cH:24][n:25][cH:26][cH:27]3)[NH:28][C:29]([CH2:30][Cl:35])=[O:32])[n:16][cH:17][cH:18][cH:19]2)[cH:9][cH:10]1. The reactants are CNC, N#Cc1cc2ccccc2c2c1S(=O)CCN(CC(CC=O)c1ccc(Cl)c(Cl)c1)C2=O, Cl. Product: CN(C)CCC(CN1CCS(=O)c2c(C#N)cc3ccccc3c2C1=O)c1ccc(Cl)c(Cl)c1. RXN SMILES: [CH3:34][NH:35][CH3:36].[Cl:1][c:2]1[cH:3][c:4]([CH:9]([CH2:10][N:11]2[CH2:12][CH2:13][S:14](=[O:29])[c:15]3[c:16]([c:19]4[cH:20][cH:21][cH:22][cH:23][c:24]4[cH:25][c:26]3[C:27]#[N:28])[C:17]2=[O:18])[CH2:30][CH:31]=[O:32])[cH:5][cH:6][c:7]1[Cl:8].[ClH:33]>>[Cl:1][c:2]1[cH:3][c:4]([CH:9]([CH2:10][N:11]2[CH2:12][CH2:13][S:14](=[O:29])[c:15]3[c:16]([c:19]4[cH:20][cH:21][cH:22][cH:23][c:24]4[cH:25][c:26]3[C:27]#[N:28])[C:17]2=[O:18])[CH2:30][CH2:31][N:35]([CH3:34])[CH3:36])[cH:5][cH:6][c:7]1[Cl:8].